From a dataset of the Open Reaction Database (ORD), a public repository of structured organic reaction records. describe an organic reaction: reactants, conditions, products, and yield The reactants are CS(C)=O, NCC1CC1, C=CC(=O)O. Yields the product O=C(O)CCNCC1CC1. As a reaction SMILES: [CH3:11][S:12]([CH3:13])=[O:14].[CH:6]1([CH2:9][NH2:10])[CH2:7][CH2:8]1.[OH:1][C:2](=[O:3])[CH:4]=[CH2:5]>>[OH:1][C:2](=[O:3])[CH2:4][CH2:5][NH:10][CH2:9][CH:6]1[CH2:7][CH2:8]1. Starting materials: BrC=1C=CC(=C(C1)C1C(C=CC1=O)=O)CC (2-(5-bromo-2-ethylphenyl)cyclopent-4-ene-1,3-dione). The reagents and catalysts are [Zn] (zinc). Run in C(C)(=O)O (acetic acid), C(C)(=O)O (acetic acid). Run at time 18 hour. Product: BrC=1C=CC(=C(C1)C1C(CCC1=O)=O)CC (2-(5-bromo-2-ethylphenyl)cyclopentane-1,3-dione). Reaction SMILES: [Br:1][C:2]1[CH:3]=[CH:4][C:5]([CH2:15][CH3:16])=[C:6]([CH:8]2[C:12](=[O:13])[CH:11]=[CH:10][C:9]2=[O:14])[CH:7]=1>C(O)(=O)C.[Zn]>[Br:1][C:2]1[CH:3]=[CH:4][C:5]([CH2:15][CH3:16])=[C:6]([CH:8]2[C:12](=[O:13])[CH2:11][CH2:10][C:9]2=[O:14])[CH:7]=1. Procedure: To a suspension of zinc dust (13.9 g, 214 mmol) in acetic acid (270 ml) is added a solution of 2-(5-bromo-2-ethylphenyl)cyclopent-4-ene-1,3-dione (8.544 g, 31 mmol) in acetic acid (70 ml). The reaction mixture is stirred at room temperature for 18 hours, then filtered through diatomaceous earth and washed with acetic acid and concentrated under reduced pressure. The crude oil is azeotroped with toluene (×2) then concentrated in vacuo and purified by flash column chromatography on silica gel to a...